describe an organic reaction: reactants, conditions, products, and yield From a dataset of the Open Reaction Database (ORD), a public repository of structured organic reaction records. Starting materials: Br, CC(C)(C)O, CC(C)(C)[O-], CN1CCC(=C2c3ccccc3C(Br)C(Br)c3ccccc32)CC1, [K+]. Yields the product CN1CCC(=C2c3ccccc3C=C(Br)c3ccccc32)CC1. RXN SMILES: [BrH:7].[C:32]([OH:33])([CH3:34])([CH3:35])[CH3:36].[CH3:1][C:2]([CH3:3])([O-:4])[CH3:5].[CH3:8][N:9]1[CH2:10][CH2:11][C:12](=[C:15]2[c:16]3[c:17]([cH:28][cH:29][cH:30][cH:31]3)[CH:18]([Br:27])[CH:19]([Br:26])[c:20]3[c:21]2[cH:22][cH:23][cH:24][cH:25]3)[CH2:13][CH2:14]1.[K+:6]>>[CH3:8][N:9]1[CH2:10][CH2:11][C:12](=[C:15]2[c:16]3[c:17]([cH:28][cH:29][cH:30][cH:31]3)[CH:18]=[C:19]([Br:26])[c:20]3[c:21]2[cH:22][cH:23][cH:24][cH:25]3)[CH2:13][CH2:14]1. Starting materials: C(C)OC(=O)C1=NN(C(=C1)OCC1=CC(=CC(=C1)C(F)(F)F)F)CC(=O)O (1-carboxymethyl-5-(3-fluoro-5-trifluoromethyl-benzyloxy)-1H-pyrazole-3-carboxylic acid ethyl ester), C(C1=CC=CC=C1)O[C@@H]1[C@H](CCCC1)N ((1S, 2S)-2-benzyloxy-cyclohexylamine), ON1N=NC2=C1C=CC=C2 (1-hydroxybenzotriazole), N=C=N (carbodiimide), CC[NH+](CC)CC.CC[NH+](CC)CC.C(=O)([O-])[O-] (MP-carbonate resin), CC=1C=CC(=CC1)S(=O)(=O)O (TsOH). Solvent: O1CCCC1 (tetrahydrofuran). Conditions: time 8 hour. Yields the product C(C)OC(=O)C1=NN(C(=C1)OCC1=CC(=CC(=C1)C(F)(F)F)F)CC(N[C@@H]1[C@H](CCCC1)OCC1=CC=CC=C1)=O (1-[((1S, 2S)-2-benzyloxy-cyclohexylcarbamoyl)-methyl]-5-(3-fluoro-5-trifluoromethyl-benzyloxy)-1H-pyrazole-3-carboxylic acid ethyl ester). RXN SMILES: [CH2:1]([O:3][C:4]([C:6]1[CH:10]=[C:9]([O:11][CH2:12][C:13]2[CH:18]=[C:17]([C:19]([F:22])([F:21])[F:20])[CH:16]=[C:15]([F:23])[CH:14]=2)[N:8]([CH2:24][C:25](O)=[O:26])[N:7]=1)=[O:5])[CH3:2].[CH2:28]([O:35][C@H:36]1[CH2:41][CH2:40][CH2:39][CH2:38][C@@H:37]1[NH2:42])[C:29]1[CH:34]=[CH:33][CH:32]=[CH:31][CH:30]=1.ON1C2C=CC=CC=2N=N1.N=C=N.CC[NH+](CC)CC.CC[NH+](CC)CC.C([O-])([O-])=O.CC1C=CC(S(O)(=O)=O)=CC=1>O1CCCC1>[CH2:1]([O:3][C:4]([C:6]1[CH:10]=[C:9]([O:11][CH2:12][C:13]2[CH:18]=[C:17]([C:19]([F:22])([F:20])[F:21])[CH:16]=[C:15]([F:23])[CH:14]=2)[N:8]([CH2:24][C:25](=[O:26])[NH:42][C@H:37]2[CH2:38][CH2:39][CH2:40][CH2:41][C@@H:36]2[O:35][CH2:28][C:29]2[CH:30]=[CH:31][CH:32]=[CH:33][CH:34]=2)[N:7]=1)=[O:5])[CH3:2] |f:4.5.6|. Procedure details: To a solution of 58.5 mg (0.15 mmol) of 1-carboxymethyl-5-(3-fluoro-5-trifluoromethyl-benzyloxy)-1H-pyrazole-3-carboxylic acid ethyl ester (3) in 5 mL of tetrahydrofuran was added 123 mg (0.60 mmol) of (1S, 2S)-2-benzyloxy-cyclohexylamine, 40 mg (0.30 mmol) of 1-hydroxybenzotriazole (HOBt) and 500 mg (0.60 mmol) of PS-carbodiimide resin, and the mixture was shaken at rt overnight. The reaction mixture was then treated with 200 mg (0.60 mmol) of MP-carbonate resin and 225 mg (0.9 mmol) of PS-TsOH... Reactants: C1(CCC1)C1=CC=2N(N=C1OCC1=NC3=C(N1COCC[Si](C)(C)C)C=CC=C3)C(=NN2)C2=C(C=C(C=C2)F)F (7-cyclobutyl-3-(2,4-difluorophenyl)-6-[1-(2-trimethylsilanylethoxymethyl)-1H-benzimidazol-2-ylmethoxy]-1,2,4-triazolo[4,3-b]pyridazine). Solvent: Cl (hydrochloric acid), C(C)O (ethanol). The product is N1C(=NC2=C1C=CC=C2)COC=2C(=CC=1N(N2)C(=NN1)C1=C(C=C(C=C1)F)F)C1CCC1 (6-(1H-Benzimidazol-2-ylmethoxy)-7-cyclobutyl-3-(2,4-difluorophenyl)-1,2,4-triazolo[4,3-b]pyridazine). Yield: 41.7%. As a reaction SMILES: [CH:1]1([C:5]2[C:10]([O:11][CH2:12][C:13]3[N:17](COCC[Si](C)(C)C)[C:16]4[CH:26]=[CH:27][CH:28]=[CH:29][C:15]=4[N:14]=3)=[N:9][N:8]3[C:30]([C:33]4[CH:38]=[CH:37][C:36]([F:39])=[CH:35][C:34]=4[F:40])=[N:31][N:32]=[C:7]3[CH:6]=2)[CH2:4][CH2:3][CH2:2]1>Cl.C(O)C>[NH:17]1[C:16]2[CH:26]=[CH:27][CH:28]=[CH:29][C:15]=2[N:14]=[C:13]1[CH2:12][O:11][C:10]1[C:5]([CH:1]2[CH2:2][CH2:3][CH2:4]2)=[CH:6][C:7]2[N:8]([C:30]([C:33]3[CH:38]=[CH:37][C:36]([F:39])=[CH:35][C:34]=3[F:40])=[N:31][N:32]=2)[N:9]=1. Reported procedure: A solution of 7-cyclobutyl-3-(2,4-difluorophenyl)-6-[1-(2-trimethylsilanylethoxymethyl)-1H-benzimidazol-2-ylmethoxy]-1,2,4-triazolo[4,3-b]pyridazine (187 mg, 0.333 mmol) in 5M hydrochloric acid (10 ml) and ethanol (4 ml) was heated at 80° C. overnight, then concentrated in vacuo to remove solvents. Saturated potassium carbonate solution was added, then the mixture was diluted with water, filtered and the residual solid washed with water then ether and then dried. The residue was purified by flas... Reactants: CC1=CC=C(C=C1)S(=O)(=O)OC[C@@H]1[C@H]([C@@H]([C@H]([C@]2(O1)OCC1=CC(=C(C=C12)CC1=CC=C(C=C1)CC)Cl)O)O)O (((1S,3′R,4′S,5′S,6′R)-5-chloro-6-(4-ethylbenzyl)-3′,4′,5′-trihydroxy-3′,4′,5′,6′-tetrahydro-3H-spiro[isobenzofuran-1,2′-pyran]-6′-yl)methyl 4-methylbenzenesulfonate), C(C)(=O)[O-].[Na+] (sodium acetate), O (water). Run in CN(C)C=O (DMF). Run at temperature 80 celsius. The product is C(C)(=O)OC[C@@H]1[C@H]([C@@H]([C@H]([C@]2(O1)OCC1=CC(=C(C=C12)CC1=CC=C(C=C1)CC)Cl)O)O)O (((1S,3′R,4′S,5′S,6′R)-5-chloro-6-(4-ethylbenzyl)-3′,4′,5′-trihydroxy-3′,4′,5′,6′-tetrahydro-3H-spiro[isobenzofuran-1,2′-pyran]-6′-yl)methyl acetate). The yield is 38.1%. As a reaction SMILES: CC1C=CC(S([O:11][CH2:12][C@H:13]2[O:18][C@@:17]3([C:26]4[C:21](=[CH:22][C:23]([Cl:36])=[C:24]([CH2:27][C:28]5[CH:33]=[CH:32][C:31]([CH2:34][CH3:35])=[CH:30][CH:29]=5)[CH:25]=4)[CH2:20][O:19]3)[C@H:16]([OH:37])[C@@H:15]([OH:38])[C@@H:14]2[OH:39])(=O)=O)=CC=1.[C:40]([O-])(=[O:42])[CH3:41].[Na+].O>CN(C=O)C>[C:40]([O:11][CH2:12][C@H:13]1[O:18][C@@:17]2([C:26]3[C:21](=[CH:22][C:23]([Cl:36])=[C:24]([CH2:27][C:28]4[CH:35]=[CH:34][C:31]([CH2:32][CH3:33])=[CH:30][CH:29]=4)[CH:25]=3)[CH2:20][O:19]2)[C@H:16]([OH:37])[C@@H:15]([OH:38])[C@@H:14]1[OH:39])(=[O:42])[CH3:41] |f:1.2|. Procedure details: To a solution of ((1S,3′R,4′S,5′S,6′R)-5-chloro-6-(4-ethylbenzyl)-3′,4′,5′-trihydroxy-3′,4′,5′,6′-tetrahydro-3H-spiro[isobenzofuran-1,2′-pyran]-6′-yl)methyl 4-methylbenzenesulfonate (20 mg, 0.034 mmol) in 1 mL of DMF, was added sodium acetate (36 mg, 0.44 mmol). The solution was warmed to 80° C. and kept at the same temperature overnight. 5 mL of water was added and the solution was extracted with ethyl acetate. The combined organic layers were washed with brine prior to drying over sodium sulfa...